Dataset: the Open Reaction Database (ORD), a public repository of structured organic reaction records. Task: describe an organic reaction: reactants, conditions, products, and yield The reactants are CCCN(CCC)CCCCN(CC(=O)OC)Cc1ccc(CN(Cc2ncc[nH]2)Cc2ncc[nH]2)cc1, Cl, O. Yields the product CCCN(CCC)CCCCN(CC(=O)O)Cc1ccc(CN(Cc2ncc[nH]2)Cc2ncc[nH]2)cc1. Reaction SMILES: [CH3:1][O:2][C:3]([CH2:4][N:5]([CH2:6][CH2:7][CH2:8][CH2:9][N:10]([CH2:11][CH2:12][CH3:13])[CH2:14][CH2:15][CH3:16])[CH2:17][c:18]1[cH:19][cH:20][c:21]([CH2:24][N:25]([CH2:26][c:27]2[nH:28][cH:29][cH:30][n:31]2)[CH2:32][c:33]2[nH:34][cH:35][cH:36][n:37]2)[cH:22][cH:23]1)=[O:38].[ClH:39].[OH2:40]>>[O:2]=[C:3]([CH2:4][N:5]([CH2:6][CH2:7][CH2:8][CH2:9][N:10]([CH2:11][CH2:12][CH3:13])[CH2:14][CH2:15][CH3:16])[CH2:17][c:18]1[cH:19][cH:20][c:21]([CH2:24][N:25]([CH2:26][c:27]2[nH:28][cH:29][cH:30][n:31]2)[CH2:32][c:33]2[n:34][cH:35][cH:36][nH:37]2)[cH:22][cH:23]1)[OH:38]. Reaction SMILES: [CH3:1][O:2][C:3]1[CH:4]=[C:5]([C:12]2[CH:17]([CH2:18][CH3:19])[S:16][C:15](=[O:20])[NH:14][N:13]=2)[CH:6]=[CH:7][C:8]=1[O:9][CH2:10][F:11].Cl[CH2:22][CH2:23][N:24]1[CH2:29][CH2:28][O:27][CH2:26][CH2:25]1>>[O:27]1[CH2:28][CH2:29][N:24]([CH2:23][CH2:22][N:14]2[N:13]=[C:12]([C:5]3[CH:6]=[CH:7][C:8]([O:9][CH2:10][F:11])=[C:3]([O:2][CH3:1])[CH:4]=3)[CH:17]([CH2:18][CH3:19])[S:16][C:15]2=[O:20])[CH2:25][CH2:26]1. Reported procedure: In analogy to Example 4, by reacting 5-(3-methoxy-4-fluoromethoxyphenyl)-6-ethyl-3,6-dihydro-1,3,4-thiadiazin-2-one with 1-chloro-2-morpholinoethane, 2-morpholinoethyl-5-(3-methoxy-4-fluoromethoxyphenyl)-6-ethyl-3,6-dihydro-1,3,4-thiadiazin-2-one is obtained. The reactants are COC=1C=C(C=CC1OCF)C1=NNC(SC1CC)=O (5-(3-methoxy-4-fluoromethoxyphenyl)-6-ethyl-3,6-dihydro-1,3,4-thiadiazin-2-one), ClCCN1CCOCC1 (1-chloro-2-morpholinoethane). Product: O1CCN(CC1)CCN1C(SC(C(=N1)C1=CC(=C(C=C1)OCF)OC)CC)=O (2-morpholinoethyl-5-(3-methoxy-4-fluoromethoxyphenyl)-6-ethyl-3,6-dihydro-1,3,4-thiadiazin-2-one).